Dataset: the Open Reaction Database (ORD), a public repository of structured organic reaction records. Task: describe an organic reaction: reactants, conditions, products, and yield The reactants are CCCC[N+](CCCC)(CCCC)CCCC, C=Cc1ccc(C(=O)O)nc1, [Cl-], CN1CCc2[nH]c3ccc(Cl)cc3c2CC1, [Na+], [OH-], O. Yields the product CN1CCc2c(n(CCc3ccc(C(=O)O)nc3)c3ccc(Cl)cc23)CC1. As a reaction SMILES: [CH2:31]([N+:32]([CH2:33][CH2:34][CH2:35][CH3:36])([CH2:37][CH2:38][CH2:39][CH3:40])[CH2:41][CH2:42][CH2:43][CH3:44])[CH2:45][CH2:46][CH3:47].[CH:17](=[CH2:18])[c:19]1[cH:20][cH:21][c:22]([C:25](=[O:26])[OH:27])[n:23][cH:24]1.[Cl-:30].[Cl:1][c:2]1[cH:3][c:4]2[c:5]3[c:6]([nH:7][c:8]2[cH:9][cH:10]1)[CH2:11][CH2:12][N:13]([CH3:16])[CH2:14][CH2:15]3.[Na+:29].[OH-:28].[OH2:48]>>[Cl:1][c:2]1[cH:3][c:4]2[c:5]3[c:6]([n:7]([CH2:18][CH2:17][c:19]4[cH:20][cH:21][c:22]([C:25](=[O:26])[OH:27])[n:23][cH:24]4)[c:8]2[cH:9][cH:10]1)[CH2:11][CH2:12][N:13]([CH3:16])[CH2:14][CH2:15]3. Reactants: C(C)S(=O)(=O)CCC12CCC(CC1)(CC2)C(=O)OC (methyl 4-[2-(ethylsulfonyl)ethyl]bicyclo[2.2.2]octane-1-carboxylate), [OH-].[K+] (potassium hydroxide). The solvent is O.CO (water methanol). Conditions: temperature 60 celsius. Product: C(C)S(=O)(=O)CCC12CCC(CC1)(CC2)C(=O)O (4-[2-(ethylsulfonyl)ethyl]bicyclo[2.2.2]octane-1-carboxylic acid). As a reaction SMILES: [CH2:1]([S:3]([CH2:6][CH2:7][C:8]12[CH2:15][CH2:14][C:11]([C:16]([O:18]C)=[O:17])([CH2:12][CH2:13]1)[CH2:10][CH2:9]2)(=[O:5])=[O:4])[CH3:2].[OH-].[K+]>O.CO>[CH2:1]([S:3]([CH2:6][CH2:7][C:8]12[CH2:13][CH2:12][C:11]([C:16]([OH:18])=[O:17])([CH2:14][CH2:15]1)[CH2:10][CH2:9]2)(=[O:5])=[O:4])[CH3:2] |f:1.2,3.4|. Procedure details: Ester 10-3 (880 mg, 3 mmol) was dissolved in 10% water/methanol solution (100 mL) and treated with 1 g of potassium hydroxide. The reaction was heated at 60° C. for 1 h then at 45° C. overnight. The mixture was concentrated in vacuo then acidified to pH 2 with 1M HCl and extracted with three portions of methylene chloride. The organic layers were combined, dried over anhydrous sodium sulfate and evaporated to give 4-[2-(ethylsulfonyl)ethyl]bicyclo[2.2.2]octane-1-carboxylic acid (10-4). The reactants are ClC=1C(=CC(=NC1)NCC[N+]1(CCOCC1)[O-])C(C1=C(C=CC(=C1)F)F)S(=O)(=O)C1=CC=C(C=C1)Cl (4-[2-[5-Chloro-4-[(4-chlorophenylsulfonyl)-(2,5-difluorophenyl)methyl]pyridin-2-yl]aminoethyl]morpholine N-Oxide), C([O-])([O-])=O.[K+].[K+] (potassium carbonate). Reagents/catalysts: [Fe] (Iron). Run in C(C)(=O)O (acetic acid), O (water). Conditions: temperature 60 celsius, time 30 minute. Product: ClC=1C(=CC(=NC1)NCCN1CCOCC1)C(C1=C(C=CC(=C1)F)F)S(=O)(=O)C1=CC=C(C=C1)Cl (4-[2-[5-Chloro-4-[(4-chlorophenylsulfonyl)-(2,5-difluorophenyl)methyl]pyridin-2-yl]aminoethyl]morpholine). As a reaction SMILES: [Cl:1][C:2]1[C:3]([CH:18]([S:27]([C:30]2[CH:35]=[CH:34][C:33]([Cl:36])=[CH:32][CH:31]=2)(=[O:29])=[O:28])[C:19]2[CH:24]=[C:23]([F:25])[CH:22]=[CH:21][C:20]=2[F:26])=[CH:4][C:5]([NH:8][CH2:9][CH2:10][N+:11]2([O-])[CH2:16][CH2:15][O:14][CH2:13][CH2:12]2)=[N:6][CH:7]=1.C(=O)([O-])[O-].[K+].[K+]>C(O)(=O)C.O.[Fe]>[Cl:1][C:2]1[C:3]([CH:18]([S:27]([C:30]2[CH:31]=[CH:32][C:33]([Cl:36])=[CH:34][CH:35]=2)(=[O:28])=[O:29])[C:19]2[CH:24]=[C:23]([F:25])[CH:22]=[CH:21][C:20]=2[F:26])=[CH:4][C:5]([NH:8][CH2:9][CH2:10][N:11]2[CH2:16][CH2:15][O:14][CH2:13][CH2:12]2)=[N:6][CH:7]=1 |f:1.2.3|. Reported procedure: The 4-[2-[5-chloro-4-[(4-chlorophenylsulfonyl)-(2,5-difluorophenyl)methyl]pyridin-2-yl]aminoethyl]morpholine-N-oxide (78 mg, 0.14 mmol) obtained in Example 349 was dissolved in a mixed solvent of acetic acid (2.0 ml) and water (2.0 ml). The resulting mixture was heated to 60° C. Iron powder (40 mg, 0.72 mmol) was added and the mixture was stirred for 30 minutes. After cooling, the reaction mixture was poured into a saturated aqueous solution of potassium carbonate, followed by extraction with et... The reactants are COC=1C=C2C(=CC=NC2=CC1OC)OC1=CC=C(C=C1)N (6,7-Dimethoxy-4-(4-aminophenoxy)quinoline), C(C)OC(=O)N=C=O (ethoxycarbonyl isocyanate). Run in C1(=CC=CC=C1)C (toluene). The product is C(C)OC(=O)NC(=O)NC1=CC=C(C=C1)OC1=CC=NC2=CC(=C(C=C12)OC)OC (N-Ethoxycarbonyl-N'-{4-[(6,7-Dimethoxy-4-quinolyl)oxy]phenyl}urea). Yield: 28.0%. Reaction SMILES: [CH3:1][O:2][C:3]1[CH:4]=[C:5]2[C:10](=[CH:11][C:12]=1[O:13][CH3:14])[N:9]=[CH:8][CH:7]=[C:6]2[O:15][C:16]1[CH:21]=[CH:20][C:19]([NH2:22])=[CH:18][CH:17]=1.[CH2:23]([O:25][C:26]([N:28]=[C:29]=[O:30])=[O:27])[CH3:24]>C1(C)C=CC=CC=1>[CH2:23]([O:25][C:26]([NH:28][C:29]([NH:22][C:19]1[CH:18]=[CH:17][C:16]([O:15][C:6]2[C:5]3[C:10](=[CH:11][C:12]([O:13][CH3:14])=[C:3]([O:2][CH3:1])[CH:4]=3)[N:9]=[CH:8][CH:7]=2)=[CH:21][CH:20]=1)=[O:30])=[O:27])[CH3:24]. Reported procedure: 6,7-Dimethoxy-4-(4-aminophenoxy)quinoline (52 mg) was dissolved in toluene (5 ml) with heat, ethoxycarbonyl isocyanate (0.2 ml) was added, and the admixture was refluxed with heat for 15 minutes. The resulting residue was purified by column chromatography on silica gel eluting with chloroform/acetone (10/1) to obtain 20 mg of the title compound (yield: 28%). Reactants: C(C)(C)(C)OC(=O)N1CCN(CC1)C1=NC=2N(C(N(C(C2N1CC#CC)=O)COC(C(C)(C)C)=O)=O)COC(C(C)(C)C)=O (4-[7-(2-Butynyl)-1,3-bis-(2,2-dimethylpropionyloxymethyl)-2,6-dioxo 2,3,6,7-tetrahydro-1H-purin-8-yl]piperazine-1-carboxylic acid tert-butyl ester), [H-].[Na+] (sodium hydride), Cl (hydrochloric acid). Run in O1CCCC1 (tetrahydrofuran), CO (methanol). Run at time 1 hour. The product is C(C)(C)(C)OC(=O)N1CCN(CC1)C1=NC=2NC(NC(C2N1CC#CC)=O)=O (4-[7-(2-Butynyl)-2,6-dioxo-2,3,6,7-tetrahydro-1H-purin-8-yl]piperazine-1-carboxylic acid tert-butyl ester). Yield: 100.3%. As a reaction SMILES: [C:1]([O:5][C:6]([N:8]1[CH2:13][CH2:12][N:11]([C:14]2[N:22]([CH2:23][C:24]#[C:25][CH3:26])[C:21]3[C:20](=[O:27])[N:19](COC(=O)C(C)(C)C)[C:18](=[O:36])[N:17](COC(=O)C(C)(C)C)[C:16]=3[N:15]=2)[CH2:10][CH2:9]1)=[O:7])([CH3:4])([CH3:3])[CH3:2].[H-].[Na+].Cl>O1CCCC1.CO>[C:1]([O:5][C:6]([N:8]1[CH2:9][CH2:10][N:11]([C:14]2[N:22]([CH2:23][C:24]#[C:25][CH3:26])[C:21]3[C:20](=[O:27])[NH:19][C:18](=[O:36])[NH:17][C:16]=3[N:15]=2)[CH2:12][CH2:13]1)=[O:7])([CH3:4])([CH3:2])[CH3:3] |f:1.2|. Reported procedure: 4-[7-(2-Butynyl)-1,3-bis-(2,2-dimethylpropionyloxymethyl)-2,6-dioxo 2,3,6,7-tetrahydro-1H-purin-8-yl]piperazine-1-carboxylic acid tert-butyl ester (1.9 g) was dissolved in a solvent mixture of tetrahydrofuran (20 ml) and methanol (10 ml), and sodium hydride (0.31 g) was added to the solution. The mixture was stirred at room temperature for 1 hour. The reaction mixture was neutralized with 2 N hydrochloric acid and extracted with ethyl acetate. The organic layer was concentrated by distillation t... Starting materials: C(C1=CC=CC=C1)O (Benzyl alcohol), [H-].[Na+] (sodium hydride), FC1=C(C=CC(=C1)F)[N+](=O)[O-] (2,4-difluoronitrobenzene). Solvent: CN(C=O)C (dimethylformamide). Run at time 30 minute. Yields the product C(C1=CC=CC=C1)OC1=C(C=CC(=C1)OCC1=CC=CC=C1)[N+](=O)[O-] (2,4-dibenzyloxynitrobenzene). Isolated yield 34.1%. RXN SMILES: [CH2:1]([OH:8])[C:2]1[CH:7]=[CH:6][CH:5]=[CH:4][CH:3]=1.[H-].[Na+].F[C:12]1[CH:17]=[C:16](F)[CH:15]=[CH:14][C:13]=1[N+:19]([O-:21])=[O:20]>CN(C)C=O>[CH2:1]([O:8][C:12]1[CH:17]=[C:16]([O:8][CH2:1][C:2]2[CH:7]=[CH:6][CH:5]=[CH:4][CH:3]=2)[CH:15]=[CH:14][C:13]=1[N+:19]([O-:21])=[O:20])[C:2]1[CH:7]=[CH:6][CH:5]=[CH:4][CH:3]=1 |f:1.2|. Procedure details: Benzyl alcohol (5.4 g) is added slowly to a stirred suspension of sodium hydride (2 g, 60% dispersion in mineral oil) in dry dimethylformamide (100 mL). The mixture is stirred for 30 minutes then 2,4-difluoronitrobenzene (3.2 g) is added in one portion. The resulting black solution is stirred at room temperature for 18 hours ,evaporated and the residue partitioned between ether (200 mL) and water (100 mL). The organic phase is washed thoroughly with water, dried and evaporated. The residue is tr... Reactants: ClC1=C(OC2=CC=C3C=NN(C3=C2)CC(=O)O)C(=CC(=C1)C(F)(F)F)F (6-(2-Chloro-6-fluoro-4-trifluoromethylphenoxy)-indazol-1-ylacetic acid), CO (methanol), C1(CCCCC1)N=C=NC1CCCCC1 (Dicyclohexylcarbodiimide), Example 3. The reagents and catalysts are CN(C)C=1C=CN=CC1 (DMAP). Solvent: ClCCl (dichloromethane). Run at time 2 hour. Product: ClC1=C(OC2=CC=C3C=NN(C3=C2)CC(=O)OC)C(=CC(=C1)C(F)(F)F)F (methyl 2-[6-(2-chloro-6-fluoro-4-trifluoromethylphenoxy)indazol-1-yl]acetate). As a reaction SMILES: [Cl:1][C:2]1[CH:21]=[C:20]([C:22]([F:25])([F:24])[F:23])[CH:19]=[C:18]([F:26])[C:3]=1[O:4][C:5]1[CH:13]=[C:12]2[C:8]([CH:9]=[N:10][N:11]2[CH2:14][C:15]([OH:17])=[O:16])=[CH:7][CH:6]=1.CO.[CH:29]1(N=C=NC2CCCCC2)CCCCC1>ClCCl.CN(C1C=CN=CC=1)C>[Cl:1][C:2]1[CH:21]=[C:20]([C:22]([F:23])([F:24])[F:25])[CH:19]=[C:18]([F:26])[C:3]=1[O:4][C:5]1[CH:13]=[C:12]2[C:8]([CH:9]=[N:10][N:11]2[CH2:14][C:15]([O:17][CH3:29])=[O:16])=[CH:7][CH:6]=1. Reported procedure: 6-(2-Chloro-6-fluoro-4-trifluoromethylphenoxy)-indazol-1-ylacetic acid prepared as described in Example 3 (0.319 g) was suspended in dry dichloromethane (6 cm3) and methanol (0.04 cm3) and DMAP (10 mg) added. Dicyclohexylcarbodiimide (0.169 g) was added and the mixture stirred at room temperature for 2 hours and left to stand overnight. The mixture was filtered and the solvent removed from the filtrate under vacuum. The residue was purified by flash chromatography (hexane: TMBE,3:2) to yield met...